From a dataset of the Open Reaction Database (ORD), a public repository of structured organic reaction records. describe an organic reaction: reactants, conditions, products, and yield Reactants: BrC1=CC=C(CC=2N(C=C(N2)C2=C(C=C(C=C2)Cl)Cl)C2=CC=C(C=C2)N2CC(NS2(=O)=O)=O)C=C1 (5-{4-[2-(4-Bromo-benzyl)-4-(2,4-dichloro-phenyl)-imidazol-1-yl]-phenyl}-1,2,5-thiadiazolidine-3-one-1,1-dioxide), C(C)(C)(C)C1=CC=C(C=C1)B(O)O (4-tert-butylphenylboronic acid). Yields the product C(C)(C)(C)C1=CC=C(C=C1)C1=CC=C(C=C1)CC=1N(C=C(N1)C1=C(C=C(C=C1)Cl)Cl)C1=CC=C(C=C1)N1CC(NS1(=O)=O)=O (5-{-4-[2-(4′-tert-butyl-biphenyl-4-ylmethyl)-4-(2,4-dichloro-phenyl)-imidazol-1-yl]-phenyl}-1,2,5-thiadiazolidine-3-one-1,1-dioxide). As a reaction SMILES: Br[C:2]1[CH:35]=[CH:34][C:5]([CH2:6][C:7]2[N:8]([C:20]3[CH:25]=[CH:24][C:23]([N:26]4[S:30](=[O:32])(=[O:31])[NH:29][C:28](=[O:33])[CH2:27]4)=[CH:22][CH:21]=3)[CH:9]=[C:10]([C:12]3[CH:17]=[CH:16][C:15]([Cl:18])=[CH:14][C:13]=3[Cl:19])[N:11]=2)=[CH:4][CH:3]=1.[C:36]([C:40]1[CH:45]=[CH:44][C:43](B(O)O)=[CH:42][CH:41]=1)([CH3:39])([CH3:38])[CH3:37]>>[C:36]([C:40]1[CH:45]=[CH:44][C:43]([C:2]2[CH:35]=[CH:34][C:5]([CH2:6][C:7]3[N:8]([C:20]4[CH:25]=[CH:24][C:23]([N:26]5[S:30](=[O:31])(=[O:32])[NH:29][C:28](=[O:33])[CH2:27]5)=[CH:22][CH:21]=4)[CH:9]=[C:10]([C:12]4[CH:17]=[CH:16][C:15]([Cl:18])=[CH:14][C:13]=4[Cl:19])[N:11]=3)=[CH:4][CH:3]=2)=[CH:42][CH:41]=1)([CH3:39])([CH3:38])[CH3:37]. Procedure details: 5-{4-[2-(4-Bromo-benzyl)-4-(2,4-dichloro-phenyl)-imidazol-1-yl]-phenyl}-1,2,5-thiadiazolidine-3-one-1,1-dioxide (59 mg, 0.1 mmol) was treated as described in general procedure G using 4-tert-butylphenylboronic acid (36 mg, 0.2 mmol) to give 5-{-4-[2-(4′-tert-butyl-biphenyl-4-ylmethyl)-4-(2,4-dichloro-phenyl)-imidazol-1-yl]-phenyl}-1,2,5-thiadiazolidine-3-one-1,1-dioxide. Reactants: O=C(Cl)c1ccccc1, O=C([O-])O, ClCCl, Nc1ccc(C(=O)N(CCN2CCC(C(=O)c3ccc(F)cc3)CC2)c2cccnc2)cc1, [Na+], c1ccncc1. Yields the product O=C(Nc1ccc(C(=O)N(CCN2CCC(C(=O)c3ccc(F)cc3)CC2)c2cccnc2)cc1)c1ccccc1. RXN SMILES: [C:40]([c:41]1[cH:42][cH:43][cH:44][cH:45][cH:46]1)(=[O:47])[Cl:48].[C:49](=[O:50])([OH:51])[O-:52].[CH2:54]([Cl:55])[Cl:56].[NH2:1][c:2]1[cH:3][cH:4][c:5]([C:6](=[O:7])[N:8]([c:9]2[cH:10][n:11][cH:12][cH:13][cH:14]2)[CH2:15][CH2:16][N:17]2[CH2:18][CH2:19][CH:20]([C:23]([c:24]3[cH:25][cH:26][c:27]([F:30])[cH:28][cH:29]3)=[O:31])[CH2:21][CH2:22]2)[cH:32][cH:33]1.[Na+:53].[cH:34]1[cH:35][cH:36][n:37][cH:38][cH:39]1>>[NH:1]([c:2]1[cH:3][cH:4][c:5]([C:6](=[O:7])[N:8]([c:9]2[cH:10][n:11][cH:12][cH:13][cH:14]2)[CH2:15][CH2:16][N:17]2[CH2:18][CH2:19][CH:20]([C:23]([c:24]3[cH:25][cH:26][c:27]([F:30])[cH:28][cH:29]3)=[O:31])[CH2:21][CH2:22]2)[cH:32][cH:33]1)[C:40]([c:41]1[cH:42][cH:43][cH:44][cH:45][cH:46]1)=[O:47]. Reactants: ClC1=C(C=CC(=C1)Cl)O (2,4-dichloro phenol), ClCC(=O)N1CCN(CC1)S(=O)(=O)C1=CC2=CC=CC=C2C=C1 (2-chloro-1-(4-(naphthalen-2-ylsulfonyl)piperazin-1-yl)ethanone), ClCC(=O)N1CCN(CC1)S(=O)(=O)C1=CC2=CC=CC=C2C=C1 (2-chloro-1-(4-(naphthalen-2-ylsulfonyl)piperazin-1-yl)ethanone), C([O-])([O-])=O.[K+].[K+] (potassium carbonate), O (water). Run in C(C)#N (acetonitrile). Product: ClC1=C(OCC(=O)N2CCN(CC2)S(=O)(=O)C2=CC3=CC=CC=C3C=C2)C=CC(=C1)Cl (2-(2,4-Dichlorophenoxy)-1-(4-(naphthalen-2-ylsulfonyl)piperazin-1-yl)ethanone). The yield is 85.9%. Reaction SMILES: [Cl:1][C:2]1[CH:7]=[C:6]([Cl:8])[CH:5]=[CH:4][C:3]=1[OH:9].Cl[CH2:11][C:12]([N:14]1[CH2:19][CH2:18][N:17]([S:20]([C:23]2[CH:32]=[CH:31][C:30]3[C:25](=[CH:26][CH:27]=[CH:28][CH:29]=3)[CH:24]=2)(=[O:22])=[O:21])[CH2:16][CH2:15]1)=[O:13].C(=O)([O-])[O-].[K+].[K+].O>C(#N)C>[Cl:1][C:2]1[CH:7]=[C:6]([Cl:8])[CH:5]=[CH:4][C:3]=1[O:9][CH2:11][C:12]([N:14]1[CH2:15][CH2:16][N:17]([S:20]([C:23]2[CH:32]=[CH:31][C:30]3[C:25](=[CH:26][CH:27]=[CH:28][CH:29]=3)[CH:24]=2)(=[O:21])=[O:22])[CH2:18][CH2:19]1)=[O:13] |f:2.3.4|. Procedure details: 2,4-dichloro phenol (138 mg, 0.85 mmol), 2-chloro-1-(4-(naphthalen-2-ylsulfonyl)piperazin-1-yl)ethanone (compound 5, 0.3 g, 0.85 mmol) and anhydrous potassium carbonate (0.293 g, 2.125 mmol) were stirred for over night in dry acetonitrile (20 mL). The mixture was poured into a large volume of water and the solution extracted with diethyl ether. Un-reacted phenol was removed with cold 1N NaOH solution. The ether extract was dried over anhydrous sodium sulphate, filtered and concentrated under red... The reactants are NCCNCC1COC2=C(O1)C=CC=C2 (2-{N-(2-aminoethyl)]aminomethyl-2,3-dihydrobenzodioxin), C(C)(C)N(CC)C(C)C (diisopropylethylamine), CC1(C2CCC1(C(=O)C2)CS(=O)(=O)Cl)C ((+)-10-camphorsulfonyl chloride). Run in ClCCl (dichloromethane). Reaction conditions: time 8 hour. Yields the product O1C(COC2=C1C=CC=C2)CNCCNS(=O)(=O)C[C@@]21C(CC(CC2)C1(C)C)=O ((1S)-(+)-N-[2-[[(2,3-Dihydro-1,4-benzodioxin-2-yl)methyl]amino]ethyl]-7,7-dimethyl-2-oxobicyclo[2,2,1]heptane-1-methanesulfonamide). Isolated yield 28.4%. Reaction SMILES: [NH2:1][CH2:2][CH2:3][NH:4][CH2:5][CH:6]1[O:11][C:10]2[CH:12]=[CH:13][CH:14]=[CH:15][C:9]=2[O:8][CH2:7]1.C(N(C(C)C)CC)(C)C.[CH3:25][C:26]1([CH3:39])[C:30]2([CH2:34][S:35](Cl)(=[O:37])=[O:36])[C:31]([CH2:33][CH:27]1[CH2:28][CH2:29]2)=[O:32]>ClCCl>[O:11]1[C:10]2[CH:12]=[CH:13][CH:14]=[CH:15][C:9]=2[O:8][CH2:7][CH:6]1[CH2:5][NH:4][CH2:3][CH2:2][NH:1][S:35]([CH2:34][C@:30]12[C:26]([CH3:25])([CH3:39])[CH:27]([CH2:28][CH2:29]1)[CH2:33][C:31]2=[O:32])(=[O:37])=[O:36]. Procedure details: To a solution of 2.1 g (10 mmole) of 2-{N-(2-aminoethyl)]aminomethyl-2,3-dihydrobenzodioxin and 1.3 g (10 mmole) of diisopropylethylamine in 100 ml of dichloromethane stored in an ice bath was added 2.5 g (10 mmole) (+)-10-camphorsulfonyl chloride. The mixture was allowed to stir overnight at room temperature. The reaction was next washed with saturated aqueous sodium bicarbonate, with saturated sodium chloride, dried over sodium sulfate, filtered and evaporated in vacuum. Column chromatography ... Reaction SMILES: [CH3:14][C:15](=[O:16])[O:17][C:18](=[O:19])[CH3:20].[CH3:21][CH2:22][OH:23].[F:1][C:2]([O:3][c:4]1[c:5]([NH2:11])[cH:6][c:7]([Br:10])[cH:8][cH:9]1)([F:12])[F:13]>>[F:1][C:2]([O:3][c:4]1[c:5]([NH:11][C:15]([CH3:14])=[O:16])[cH:6][c:7]([Br:10])[cH:8][cH:9]1)([F:12])[F:13]. Yields the product CC(=O)Nc1cc(Br)ccc1OC(F)(F)F. Starting materials: CC(=O)OC(C)=O, CCO, Nc1cc(Br)ccc1OC(F)(F)F. The reactants are C1(=CC=CC=C1)C(O)(C1CCNCC1)C1=CC=CC=C1 (α,α -diphenyl-4-piperidinemethanol), ClCCCC(=O)C=1SC=CC1 (4-chloro-1-(2-thienyl)-1-butanone), C([O-])(O)=O.[Na+] (sodium bicarbonate), [I-].[K+] (potassium iodide). The solvent is C1(=CC=CC=C1)C (toluene). Yields the product Cl.OC(C1=CC=CC=C1)(C1=CC=CC=C1)C1CCN(CC1)CCCC(=O)C=1SC=CC1 (4-[4-(α -Hydroxy-α -phenylbenzyl)piperidino] -1-(2-thienyl)-butan-1-one hydrochloride). RXN SMILES: [C:1]1([C:7]([C:15]2[CH:20]=[CH:19][CH:18]=[CH:17][CH:16]=2)([CH:9]2[CH2:14][CH2:13][NH:12][CH2:11][CH2:10]2)[OH:8])[CH:6]=[CH:5][CH:4]=[CH:3][CH:2]=1.[Cl:21][CH2:22][CH2:23][CH2:24][C:25]([C:27]1[S:28][CH:29]=[CH:30][CH:31]=1)=[O:26].C(=O)(O)[O-].[Na+].[I-].[K+]>C1(C)C=CC=CC=1>[ClH:21].[OH:8][C:7]([CH:9]1[CH2:14][CH2:13][N:12]([CH2:22][CH2:23][CH2:24][C:25]([C:27]2[S:28][CH:29]=[CH:30][CH:31]=2)=[O:26])[CH2:11][CH2:10]1)([C:15]1[CH:20]=[CH:19][CH:18]=[CH:17][CH:16]=1)[C:1]1[CH:2]=[CH:3][CH:4]=[CH:5][CH:6]=1 |f:2.3,4.5,7.8|. Procedure: A mixture of 53.5 g (0.2 moles) of α,α -diphenyl-4-piperidinemethanol, 41.5 g (0.22 mole) of 4-chloro-1-(2-thienyl)-1-butanone, 33.6 g (0.4 mole) of sodium bicarbonate and a small amount of potassium iodide in 1 liter of toluene was refluxed for 24 hours then filtered. The filtrate was cooled to room temperature, treated with charcoal, and filtered. The solvent was removed under vacuum and 500 ml of diethyl ether was added to dissolve the residue, followed by treatment with ethereal HCl. The res... Reaction SMILES: [C:1]1([S:7](Cl)(=[O:9])=[O:8])[CH:6]=[CH:5][CH:4]=[CH:3][CH:2]=1.[OH:11][C:12]1[CH:13]=[N:14][CH:15]=[CH:16][CH:17]=1.[OH-].[Na+]>O>[C:1]1([S:7]([O:11][C:12]2[CH:13]=[N:14][CH:15]=[CH:16][CH:17]=2)(=[O:9])=[O:8])[CH:6]=[CH:5][CH:4]=[CH:3][CH:2]=1 |f:2.3|. Solvent: O (water). Yield: 46.0%. The product is C1(=CC=CC=C1)S(=O)(=O)OC=1C=NC=CC1 (3-pyridinyl benzensulfonate). Reaction conditions: time 3 day. Reactants: C1(=CC=CC=C1)S(=O)(=O)Cl (benzensulfonyl chloride), [OH-].[Na+] (sodium hydroxide), OC=1C=NC=CC1 (3-hydroxy pyridine), N1=CC(=CC=C1)O (3-pyridinol). Procedure details: Equimolar portions (0.105 moles) of benzensulfonyl chloride, 3-hydroxy pyridine, (3-pyridinol) and sodium hydroxide were combined in 150 ml of water, heated to ca 50° C. for 1.5 hours, and allowed to stir at ambient temperature for 3 days. The product was extracted with methylene chloride, dried over sodium sulfate, and evaporated to yield an oil that was purified by distillation, bp 135° C. (0.02 torr) to yield 46% of the theoretical weight of 3-pyridinyl benzensulfonate.